This data is from the Open Reaction Database (ORD), a public repository of structured organic reaction records. The task is: describe an organic reaction: reactants, conditions, products, and yield The reactants are NC1=C(C=O)C=C(C=C1OC)Br (2-amino-5-bromo-3-methoxybenzaldehyde), NC(=O)N (urea). Run in O (water). Run at temperature 180 celsius, time 1 hour. Yields the product BrC=1C=C2C=NC(NC2=C(C1)OC)=O (6-bromo-8-methoxy-1H-quinazolin-2-one). RXN SMILES: [NH2:1][C:2]1[C:9]([O:10][CH3:11])=[CH:8][C:7]([Br:12])=[CH:6][C:3]=1[CH:4]=O.[NH2:13][C:14](N)=[O:15]>O>[Br:12][C:7]1[CH:6]=[C:3]2[C:2](=[C:9]([O:10][CH3:11])[CH:8]=1)[NH:1][C:14](=[O:15])[N:13]=[CH:4]2. Reported procedure: 2-amino-5-bromo-3-methoxybenzaldehyde (2.5 g, 10.87 mmol) is homogeneously mixed with urea and the mixture is heated to 180° C. The melt formed is kept at this temperature for 1 h. Then the reaction mixture is mixed with water, the precipitate formed is filtered off, dried and 6-bromo-8-methoxy-1H-quinazolin-2-one (HPLC-MS: tRet.=1.53 min MS(M+H)+=255/257; method FSUN) is obtained. Starting materials: IC1=CC=C(C=C1)C(=O)C1=CC=C(C=C1)OC1OCCCC1 ((4-iodophenyl)(4-(tetrahydro-2H-pyran-2-yloxy)phenyl)methanone), CN(C(OC(C)(C)C)=O)CC#C (tert-butyl methyl(prop-2-ynyl)carbamate). The reagents and catalysts are Cl[Pd]([P](C1=CC=CC=C1)(C2=CC=CC=C2)C3=CC=CC=C3)([P](C4=CC=CC=C4)(C5=CC=CC=C5)C6=CC=CC=C6)Cl (Pd(PPh3)2Cl2), [Cu]I (CuI). Run in CCN(CC)CC (Et3N). Conditions: temperature 90 celsius, time 3 hour. Product: CN(C(OC(C)(C)C)=O)CC#CC1=CC=C(C=C1)C(C1=CC=C(C=C1)OC1OCCCC1)=O (tert-butyl methyl(3-(4-(4-(tetrahydro-2H-pyran-2-yloxy)benzoyl)-phenyl)prop-2-ynyl)carbamate). Isolated yield 60.1%. Reaction SMILES: I[C:2]1[CH:7]=[CH:6][C:5]([C:8]([C:10]2[CH:15]=[CH:14][C:13]([O:16][CH:17]3[CH2:22][CH2:21][CH2:20][CH2:19][O:18]3)=[CH:12][CH:11]=2)=[O:9])=[CH:4][CH:3]=1.[CH3:23][N:24]([CH2:32][C:33]#[CH:34])[C:25](=[O:31])[O:26][C:27]([CH3:30])([CH3:29])[CH3:28]>Cl[Pd](Cl)([P](C1C=CC=CC=1)(C1C=CC=CC=1)C1C=CC=CC=1)[P](C1C=CC=CC=1)(C1C=CC=CC=1)C1C=CC=CC=1.[Cu]I.CCN(CC)CC>[CH3:23][N:24]([CH2:32][C:33]#[C:34][C:2]1[CH:7]=[CH:6][C:5]([C:8](=[O:9])[C:10]2[CH:15]=[CH:14][C:13]([O:16][CH:17]3[CH2:22][CH2:21][CH2:20][CH2:19][O:18]3)=[CH:12][CH:11]=2)=[CH:4][CH:3]=1)[C:25](=[O:31])[O:26][C:27]([CH3:29])([CH3:30])[CH3:28] |^1:37,56|. Procedure details: A 25 mL Schlenk flask was charged with (4-iodophenyl)(4-(tetrahydro-2H-pyran-2-yloxy)phenyl)methanone (408 mg, 1 mmol), Pd(PPh3)2Cl2 (18 mg, 0.025 mmol), CuI (10 mg, 0.05 mmol), Et3N (10 mL), and tert-butyl methyl(prop-2-ynyl)carbamate (255 mg, 1.5 mmol). The flask was flushed with argon three times and the mixture was stirred at 90° C. for 3 h. The solvent was evaporated under vacuum and the residue was purified by columnchromatography to give the desired product (270 mg, 60% yield). The reactants are C1=CC=CC=2C3=CC=CC=C3CC12 (Fluorene), [Li]CCCC (n-BuLi), BrCCCCCCCCCCCCCCCCCC (1-bromooctadecane). The solvent is C1CCCCC1 (cyclohexane). Yields the product C(CCCCCCCCCCCCCCCCC)C1C2=CC=CC=C2C=2C=CC=CC12 (9-n-Octadecylfluorene). Isolated yield 87.9%. As a reaction SMILES: [CH:1]1[C:13]2[CH2:12][C:11]3[C:6](=[CH:7][CH:8]=[CH:9][CH:10]=3)[C:5]=2[CH:4]=[CH:3][CH:2]=1.[Li]CCCC.Br[CH2:20][CH2:21][CH2:22][CH2:23][CH2:24][CH2:25][CH2:26][CH2:27][CH2:28][CH2:29][CH2:30][CH2:31][CH2:32][CH2:33][CH2:34][CH2:35][CH2:36][CH3:37]>C1CCCCC1>[CH2:37]([CH:12]1[C:11]2[CH:10]=[CH:9][CH:8]=[CH:7][C:6]=2[C:5]2[C:13]1=[CH:1][CH:2]=[CH:3][CH:4]=2)[CH2:36][CH2:35][CH2:34][CH2:33][CH2:32][CH2:31][CH2:30][CH2:29][CH2:28][CH2:27][CH2:26][CH2:25][CH2:24][CH2:23][CH2:22][CH2:21][CH3:20]. Procedure: Fluorene (7.0 g, 42.1 mmol), n-BuLi (17.35 ml, 43.4 mmol, 2.5 M in hexane), RX=1-bromooctadecane (14.53 g, 43.6 mmol). Following the usual workup 44 was isolated as a white solid (15.5 g, 88%), Rf 0.73 (cyclohexane). Reactants: C(C#C)N (propargylamine), C(C)(C)N(C(C)C)CC (N,N-diisopropylethylamine), [N+](=O)([O-])C1=C(C=CC=C1)S(=O)(=O)Cl (2-nitrobenzenesulfonyl chloride). Solvent: C(Cl)Cl (methylene chloride). Conditions: time 8 hour. Yields the product [N+](=O)([O-])C1=C(C=CC=C1)S(=O)(=O)NCC#C (2-nitro-N-(prop-2-ynyl)benzenesulfonamide). Yield: 84.7%. Reaction SMILES: [CH2:1]([NH2:4])[C:2]#[CH:3].C(N(CC)C(C)C)(C)C.[N+:14]([C:17]1[CH:22]=[CH:21][CH:20]=[CH:19][C:18]=1[S:23](Cl)(=[O:25])=[O:24])([O-:16])=[O:15]>C(Cl)Cl>[N+:14]([C:17]1[CH:22]=[CH:21][CH:20]=[CH:19][C:18]=1[S:23]([NH:4][CH2:1][C:2]#[CH:3])(=[O:25])=[O:24])([O-:16])=[O:15]. Procedure details: A solution of propargylamine (2 mL, 29 mmol) and N,N-diisopropylethylamine (10 mL, 57.4 mmol) in methylene chloride (100 mL) was cooled to 0° C. 2-nitrobenzenesulfonyl chloride (6.46 g, 29.2 mmol) was added portionwise. Upon complete addition, the solution was allowed to warm to room temperature and was further stirred at room temperature overnight. The reaction solution was concentrated in vacuo and the residue obtained was directly purified on silica chromatography (20-50% EtOAc/hexane) to aff... Reactants: O=C([O-])O, CCCCO, NC1CCOCC1, Nc1nc(Cl)c(N)c(Cl)n1, [Na+]. Yields the product Nc1nc(Cl)c(N)c(NC2CCOCC2)n1. As a reaction SMILES: [C:18](=[O:19])([OH:20])[O-:21].[CH2:23]([OH:24])[CH2:25][CH2:26][CH3:27].[NH2:11][CH:12]1[CH2:13][CH2:14][O:15][CH2:16][CH2:17]1.[NH2:1][c:2]1[n:3][c:4]([Cl:10])[c:5]([NH2:9])[c:6]([Cl:8])[n:7]1.[Na+:22]>>[NH2:1][c:2]1[n:3][c:4]([Cl:10])[c:5]([NH2:9])[c:6]([NH:11][CH:12]2[CH2:13][CH2:14][O:15][CH2:16][CH2:17]2)[n:7]1. The reactants are O=C([O-])[O-], CI, CC(=O)NCC1CN(c2ccc(C3CCS(=O)(=O)NC3)c(F)c2)C(=O)O1, [K+], [K+], CN(C)C=O. Yields the product CC(=O)NCC1CN(c2ccc(C3CCS(=O)(=O)N(C)C3)c(F)c2)C(=O)O1. RXN SMILES: [C:27](=[O:28])([O-:29])[O-:30].[CH3:33][I:34].[F:1][c:2]1[cH:3][c:4]([N:16]2[C:17](=[O:26])[O:18][CH:19]([CH2:21][NH:22][C:23]([CH3:24])=[O:25])[CH2:20]2)[cH:5][cH:6][c:7]1[CH:8]1[CH2:9][NH:10][S:11](=[O:14])(=[O:15])[CH2:12][CH2:13]1.[K+:31].[K+:32].[O:35]=[CH:36][N:37]([CH3:38])[CH3:39]>>[F:1][c:2]1[cH:3][c:4]([N:16]2[C:17](=[O:26])[O:18][CH:19]([CH2:21][NH:22][C:23]([CH3:24])=[O:25])[CH2:20]2)[cH:5][cH:6][c:7]1[CH:8]1[CH2:9][N:10]([CH3:27])[S:11](=[O:14])(=[O:15])[CH2:12][CH2:13]1. Reactants: CCO, O=[N+]([O-])c1ccc(N=C=S)cc1, N#CN, [Na]. Product: N#CNC(=S)Nc1ccc([N+](=O)[O-])cc1. As a reaction SMILES: [CH3:17][CH2:18][OH:19].[N+:5](=[O:6])([O-:7])[c:8]1[cH:9][cH:10][c:11]([N:14]=[C:15]=[S:16])[cH:12][cH:13]1.[N:1]#[C:2][NH2:3].[Na:4]>>[N:1]#[C:2][NH:3][C:15]([NH:14][c:11]1[cH:10][cH:9][c:8]([N+:5](=[O:6])[O-:7])[cH:13][cH:12]1)=[S:16]. Starting materials: C1(CC1)N(C(C(CNC(OC(C)(C)C)=O)CC1=CC=C(C=C1)OCCOC1=C(C=C(C=C1Cl)C)Cl)=O)CC1=CC(=NC(=C1)OCCCS(=O)(=O)C)CCCOC (tert-Butyl (3-[cyclopropyl({2-(3-methoxypropyl)-6-[3-(methylsulfonyl)propoxy]pyridin-4-yl]methyl)amino]-2-{4-[2-(2,6-dichloro-4-methylphenoxy)ethoxy]benzyl}-3-oxopropyl)carbamate), ClC=1C=C(C(=O)OO)C=CC1 (3-chloroperoxybenzoic acid). The solvent is ClCCl (dichloromethane). Conditions: time 18 hour. Product: C1(CC1)N(C(C(CNC(OC(C)(C)C)=O)CC1=CC=C(C=C1)OCCOC1=C(C=C(C=C1Cl)C)Cl)=O)CC1=CC(=[N+](C(=C1)OCCCS(=O)(=O)C)[O-])CCCOC (tert-Butyl (3-[cyclopropyl[(2-(3-methoxypropyl)-6-[3-(methylsulfonyl)propoxy]-1-oxidopyridin-4-yl]methyl)amino]-2-{4-[2-(2,6-dichloro-4-methylphenoxy)ethoxy]benzyl}-3-oxopropyl)carbamate). As a reaction SMILES: [CH:1]1([N:4]([CH2:37][C:38]2[CH:43]=[C:42]([O:44][CH2:45][CH2:46][CH2:47][S:48]([CH3:51])(=[O:50])=[O:49])[N:41]=[C:40]([CH2:52][CH2:53][CH2:54][O:55][CH3:56])[CH:39]=2)[C:5](=[O:36])[CH:6]([CH2:16][C:17]2[CH:22]=[CH:21][C:20]([O:23][CH2:24][CH2:25][O:26][C:27]3[C:32]([Cl:33])=[CH:31][C:30]([CH3:34])=[CH:29][C:28]=3[Cl:35])=[CH:19][CH:18]=2)[CH2:7][NH:8][C:9](=[O:15])[O:10][C:11]([CH3:14])([CH3:13])[CH3:12])[CH2:3][CH2:2]1.ClC1C=C(C=CC=1)C(OO)=[O:62]>ClCCl>[CH:1]1([N:4]([CH2:37][C:38]2[CH:43]=[C:42]([O:44][CH2:45][CH2:46][CH2:47][S:48]([CH3:51])(=[O:49])=[O:50])[N+:41]([O-:62])=[C:40]([CH2:52][CH2:53][CH2:54][O:55][CH3:56])[CH:39]=2)[C:5](=[O:36])[CH:6]([CH2:16][C:17]2[CH:22]=[CH:21][C:20]([O:23][CH2:24][CH2:25][O:26][C:27]3[C:32]([Cl:33])=[CH:31][C:30]([CH3:34])=[CH:29][C:28]=3[Cl:35])=[CH:19][CH:18]=2)[CH2:7][NH:8][C:9](=[O:15])[O:10][C:11]([CH3:13])([CH3:14])[CH3:12])[CH2:2][CH2:3]1. Procedure details: To a dichloromethane solution (0.06 M) of tert-butyl (3-[cyclopropyl({2-(3-methoxypropyl)-6-[3-(methylsulfonyl)propoxy]pyridin-4-yl]methyl)amino]-2-{4-[2-(2,6-dichloro-4-methylphenoxy)ethoxy]benzyl}-3-oxopropyl)carbamate from Example 101, Step 1 (1 eq.) was added 3-chloroperoxybenzoic acid (3.6 eq.). The resulting solution was stirred at RT for 18 h. The reaction was quenched with sat. aq. NaHCO3 and then extracted with EtOAc. The combined organic extracts were washed with brine, dried over Na2S... The reactants are solution, C(C(=O)Cl)(=O)Cl (oxalyl chloride), C(C1=CC=CC=C1)OC1=CC=C(C=C1)C(C(=O)O)CC1CCCC1 (2-(4-benzyloxy-phenyl)-3-cyclopentyl-propionic acid), NC=1SC=CN1 (2-aminothiazole), C(C)(C)N(C(C)C)CC (N,N-diisopropylethylamine). The reagents and catalysts are CN(C=O)C (N,N-dimethylformamide). Run in C(Cl)Cl (methylene chloride), C(Cl)Cl (methylene chloride), O1CCCC1 (tetrahydrofuran). Conditions: temperature 25 celsius, time 30 minute. Product: hexanes ethyl acetate, C(C1=CC=CC=C1)OC1=CC=C(C=C1)C(C(=O)NC=1SC=CN1)CC1CCCC1 (2-(4-benzyloxy-phenyl)-3-cyclopentyl-N-thiazol-2-yl-propionamide). Isolated yield 63.8%. Reaction SMILES: [CH2:1]([O:8][C:9]1[CH:14]=[CH:13][C:12]([CH:15]([CH2:19][CH:20]2[CH2:24][CH2:23][CH2:22][CH2:21]2)[C:16]([OH:18])=O)=[CH:11][CH:10]=1)[C:2]1[CH:7]=[CH:6][CH:5]=[CH:4][CH:3]=1.C(Cl)(=O)C(Cl)=O.[NH2:31][C:32]1[S:33][CH:34]=[CH:35][N:36]=1.C(N(CC)C(C)C)(C)C>C(Cl)Cl.CN(C)C=O.O1CCCC1>[CH2:1]([O:8][C:9]1[CH:14]=[CH:13][C:12]([CH:15]([CH2:19][CH:20]2[CH2:21][CH2:22][CH2:23][CH2:24]2)[C:16]([NH:31][C:32]2[S:33][CH:34]=[CH:35][N:36]=2)=[O:18])=[CH:11][CH:10]=1)[C:2]1[CH:7]=[CH:6][CH:5]=[CH:4][CH:3]=1. Reported procedure: A solution of 2-(4-benzyloxy-phenyl)-3-cyclopentyl-propionic acid (0.15 g, 0.46 mmol) in methylene chloride (4.6 mL) was cooled to 0° C. and then treated with a 2.0M solution of oxalyl chloride in methylene chloride (0.25 mL, 0.50 mmol) and a few drops of N,N-dimethylformamide. The reaction mixture was stirred at 0° C. for 10 min and at 25° C. for 30 min. The reaction mixture was then treated with a solution of 2-aminothiazole (0.10 g, 1.01 mmol) and N,N-diisopropylethylamine (0.19 mL, 1.10 mmol...